Dataset: the Open Reaction Database (ORD), a public repository of structured organic reaction records. Task: describe an organic reaction: reactants, conditions, products, and yield Product: C(CCCCCC(C)C)N(C(=O)C1=NC=CN=C1)CCCCCCC(C)C (N,N-diisononylpyrazine-2-carboxamide). Reported procedure: N,N-diisononylpyrazine-2-carboxamide was prepared from pyrazine-2-carboxylic acid and commercial di-isononylamine using the general method of Example 11. The product had a boiling range of 163°-165°° C. at 0.15 mm of mercury pressure. As a reaction SMILES: [N:1]1[CH:6]=[CH:5][N:4]=[CH:3][C:2]=1[C:7]([OH:9])=O.[CH2:10]([NH:19][CH2:20][CH2:21][CH2:22][CH2:23][CH2:24][CH2:25][CH:26]([CH3:28])[CH3:27])[CH2:11][CH2:12][CH2:13][CH2:14][CH2:15][CH:16]([CH3:18])[CH3:17]>>[CH2:10]([N:19]([CH2:20][CH2:21][CH2:22][CH2:23][CH2:24][CH2:25][CH:26]([CH3:28])[CH3:27])[C:7]([C:2]1[CH:3]=[N:4][CH:5]=[CH:6][N:1]=1)=[O:9])[CH2:11][CH2:12][CH2:13][CH2:14][CH2:15][CH:16]([CH3:17])[CH3:18]. Reactants: N1=C(C=NC=C1)C(=O)O (pyrazine-2-carboxylic acid), C(CCCCCC(C)C)NCCCCCCC(C)C (di-isononylamine). Starting materials: COC(=O)C(C)N1C(C(C1C1=CC=CC=C1)O)=O (1-(1-methoxycarbonylethyl)-3-hydroxy-4-phenylazetidin-2-one), C(C)O (ethanol). The reagents and catalysts are [Pd] (Pd-C). Reaction conditions: time 12 hour. The product is methyl ester, O[C@](NC(CCC1=CC=CC=C1)=O)(C)C(=O)O (α-hydroxy-β-phenylpropionylalanine). Yield: 91.9%. RXN SMILES: C[O:2][C:3]([CH:5]([N:7]1[CH:10]([C:11]2[CH:16]=[CH:15][CH:14]=[CH:13][CH:12]=2)[CH:9](O)[C:8]1=[O:18])[CH3:6])=[O:4].C([OH:21])C>[Pd]>[OH:21][C@@:5]([C:3]([OH:2])=[O:4])([CH3:6])[NH:7][C:8](=[O:18])[CH2:9][CH2:10][C:11]1[CH:16]=[CH:15][CH:14]=[CH:13][CH:12]=1. Reported procedure: According to the same procedure as in Example 1, 1-(1-methoxycarbonylethyl)-3-hydroxy-4-phenylazetidin-2-one (513 mg.), which had been obtained in Referential Example 6, was subjected to hydrogenolysis at 50° C. in ethanol under a hydrogen pressure of one atmosphere in the presence of a 10% Pd-C (220 mg.). The reaction was completed in 12 hours. The same after-treatment as in Example 1 was followed to give methyl ester of α-hydroxy-β-phenylpropionylalanine (475 mg., yield: 91.9%), which was an o... The reactants are CN(C=O)C (N,N-dimethylformamide), C(C=1C(O)=CC=CC1)(=O)OCC (ethyl salicylate), C([O-])([O-])=O.[K+].[K+] (potassium carbonate), C(CCCCCCCCCCC)Br (lauryl bromide), 1l. Run in C(C)(=O)OCC (ethyl acetate), O (water). Reaction conditions: time 30 minute. The product is C(C)OC(C1=C(C=CC=C1)OCCCCCCCCCCCC)=O (2-dodecyloxybenzoic acid ethyl ester). Reaction SMILES: CN(C)C=O.[C:6]([O:15][CH2:16][CH3:17])(=[O:14])[C:7]1[C:8](=[CH:10][CH:11]=[CH:12][CH:13]=1)[OH:9].C(=O)([O-])[O-].[K+].[K+].[CH2:24](Br)[CH2:25][CH2:26][CH2:27][CH2:28][CH2:29][CH2:30][CH2:31][CH2:32][CH2:33][CH2:34][CH3:35]>O.C(OCC)(=O)C>[CH2:16]([O:15][C:6](=[O:14])[C:7]1[CH:13]=[CH:12][CH:11]=[CH:10][C:8]=1[O:9][CH2:35][CH2:34][CH2:33][CH2:32][CH2:31][CH2:30][CH2:29][CH2:28][CH2:27][CH2:26][CH2:25][CH3:24])[CH3:17] |f:2.3.4|. Procedure: 200 ml of N,N-dimethylformamide was added to 18.3 g of ethyl salicylate, and 34.5 g of potassium carbonate and 24.9 g of lauryl bromide were added thereto dropwise over about 30 min with stirring on a steam bath. After the addition the reaction mixture was heated for 2 hours with stirring, then after cooling it was transferred into a separately funnel, and 300 ml of ethyl acetate and 1l of water were added for extraction. The ethyl acetate solution was washed with dilute hydrochloric acid and th... Reactants: BrC1=NNC2=CC=C(C=C12)C1=NN(C(=N1)[C@H]1CN(CCC1)C(=O)OC(C)(C)C)C ((R)-tert-butyl 3-(3-(3-bromo-1H-indazol-5-yl)-1-methyl-1H-1,2,4-triazol-5-yl)piperidine-1-carboxylate), N1=CC=C(C=C1)B(O)O (4-pyridyl boronic acid), PdCl2dppf, C([O-])([O-])=O.[Cs+].[Cs+] (cesium carbonate). Run in O1CCOCC1.O (dioxane H2O). The product is CN1N=C(N=C1[C@H]1CN(CCC1)C(=O)OC(C)(C)C)C=1C=C2C(=NNC2=CC1)C1=CC=NC=C1 ((R)-tert-butyl 3-(1-methyl-3-(3-(pyridin-4-yl)-1H-indazol-5-yl)-1H-1,2,4-triazol-5-yl)piperidine-1-carboxylate). Yield: 604.5%. As a reaction SMILES: Br[C:2]1[C:10]2[C:5](=[CH:6][CH:7]=[C:8]([C:11]3[N:15]=[C:14]([C@@H:16]4[CH2:21][CH2:20][CH2:19][N:18]([C:22]([O:24][C:25]([CH3:28])([CH3:27])[CH3:26])=[O:23])[CH2:17]4)[N:13]([CH3:29])[N:12]=3)[CH:9]=2)[NH:4][N:3]=1.[N:30]1[CH:35]=[CH:34][C:33](B(O)O)=[CH:32][CH:31]=1.C(=O)([O-])[O-].[Cs+].[Cs+]>O1CCOCC1.O>[CH3:29][N:13]1[C:14]([C@@H:16]2[CH2:21][CH2:20][CH2:19][N:18]([C:22]([O:24][C:25]([CH3:26])([CH3:27])[CH3:28])=[O:23])[CH2:17]2)=[N:15][C:11]([C:8]2[CH:9]=[C:10]3[C:5](=[CH:6][CH:7]=2)[NH:4][N:3]=[C:2]3[C:33]2[CH:34]=[CH:35][N:30]=[CH:31][CH:32]=2)=[N:12]1 |f:2.3.4,5.6|. Procedure details: Stirred a mixture of (R)-tert-butyl 3-(3-(3-bromo-1H-indazol-5-yl)-1-methyl-1H-1,2,4-triazol-5-yl)piperidine-1-carboxylate (50 mg, 0.0108 mmol), 4-pyridyl boronic acid (50 mg, 0.409 mmol), PdCl2dppf (10 mg, 0.0136 mmol), cesium carbonate (60 mg, 0.1846 mmol) in dioxane/H2O (v/v 3/1, 4 ml) at 100° C. in a microwave oven for 2 hours. Reaction was cooled, extracted with DCM (50 ml), washed with H2O (20 ml). Dried (Na2SO4), filtered and solvent evaporated to yield (R)-tert-butyl 3-(1-methyl-3-(3-(py... Starting materials: CC1=NN2C(C=C(C=C2)C(=O)O)=C1 (2-Methylpyrazolo[1,5-a]pyridine-5-carboxylic acid), S(O)(O)(=O)=O.C(C)O (sulfuric acid ethanol). Product: CC1=NN2C(C=C(C=C2)C(=O)OCC)=C1 (Ethyl 2-methylpyrazolo[1,5-a]pyridine-5-carboxylate). As a reaction SMILES: [CH3:1][C:2]1[CH:13]=[C:5]2[CH:6]=[C:7]([C:10]([OH:12])=[O:11])[CH:8]=[CH:9][N:4]2[N:3]=1.S(=O)(=O)(O)O.[CH2:19](O)[CH3:20]>>[CH3:1][C:2]1[CH:13]=[C:5]2[CH:6]=[C:7]([C:10]([O:12][CH2:19][CH3:20])=[O:11])[CH:8]=[CH:9][N:4]2[N:3]=1 |f:1.2|. Procedure details: 2-Methylpyrazolo[1,5-a]pyridine-5-carboxylic acid (723 mg) was dissolved in 10% sulfuric acid/ethanol (20 ml) and the mixture was refluxed under heating for 2.5 hr. The reaction mixture was neutralized under ice-cooling, extracted with ethyl acetate and dried over magnesium sulfate. The residue was concentrated to dryness under reduced pressure. The residue was purified by silica gel column chromatography (hexane/ethyl acetate=4:1) to give the objective compound (707 mg) as a pale-brown powder. As a reaction SMILES: [CH3:15][O-:16].[CH3:23][CH2:24][O:25][C:26](=[O:27])[CH3:28].[Na+:17].[O:18]1[CH2:19][CH2:20][CH2:21][CH2:22]1.[O:1]1[CH2:2][CH2:3][O:4][C:5]12[CH2:6][CH:7]([S:11][C:12](=[O:13])[CH3:14])[S:8][CH2:9][CH2:10]2>>[O:1]1[CH2:2][CH2:3][O:4][C:5]12[CH2:6][CH:7]([SH:11])[S:8][CH2:9][CH2:10]2. The reactants are C[O-], CCOC(C)=O, [Na+], C1CCOC1, CC(=O)SC1CC2(CCS1)OCCO2. The product is SC1CC2(CCS1)OCCO2. Reactants: CC(C)[Si](C(C)C)(C(C)C)n1cc(I)c2cc(Br)cnc21, O=C([O-])O, COc1ccccc1B(O)O, CC#N, Cc1ccccc1, ClCCl, [Na+], O. Yields the product COc1ccccc1-c1cn([Si](C(C)C)(C(C)C)C(C)C)c2ncc(Br)cc12. As a reaction SMILES: [Br:1][c:2]1[cH:3][c:4]2[c:5]([n:6][cH:7]1)[n:8]([Si:12]([CH:13]([CH3:14])[CH3:15])([CH:16]([CH3:17])[CH3:18])[CH:19]([CH3:20])[CH3:21])[cH:9][c:10]2[I:11].[C:47](=[O:48])([OH:49])[O-:50].[CH3:22][O:23][c:24]1[c:25]([B:30]([OH:31])[OH:32])[cH:26][cH:27][cH:28][cH:29]1.[CH3:37][C:38]#[N:39].[CH3:40][c:41]1[cH:42][cH:43][cH:44][cH:45][cH:46]1.[Cl:33][CH2:34][Cl:35].[Na+:51].[OH2:36]>>[Br:1][c:2]1[cH:3][c:4]2[c:5]([n:6][cH:7]1)[n:8]([Si:12]([CH:13]([CH3:14])[CH3:15])([CH:16]([CH3:17])[CH3:18])[CH:19]([CH3:20])[CH3:21])[cH:9][c:10]2-[c:25]1[c:24]([O:23][CH3:22])[cH:29][cH:28][cH:27][cH:26]1. The reactants are crude product, Cl (HCl), N#N (N2), N1N=CC2=CC(=CC=C12)\C(=C(/CC)\C1=C(C=CC=C1)OC)\C1=CC=C(C=C1)/C=C/C(=O)OCC ((E)-ethyl 3-(4-((E)-1-(1H-indazol-5-yl)-2-(2-methoxyphenyl)but-1-en-1-yl)phenyl)acrylate), Compound 12, B(Br)(Br)Br (BBr3), [Li+].[OH-] (LiOH). Run in C1CCOC1.CCO (THF EtOH), O (water), C(Cl)Cl (DCM). Conditions: temperature -78 celsius, time 8 hour. The product is OC1=C(C=CC=C1)/C(=C(/C=1C=C2C=NNC2=CC1)\C1=CC=C(C=C1)/C=C/C(=O)O)/CC ((E)-3-(4-((E)-2-(2-Hydroxyphenyl)-1-(1H-indazol-5-yl)but-1-en-1-yl)phenyl)acrylic acid). As a reaction SMILES: N#N.[NH:3]1[C:11]2[C:6](=[CH:7][C:8](/[C:12](/[C:24]3[CH:29]=[CH:28][C:27](/[CH:30]=[CH:31]/[C:32]([O:34]CC)=[O:33])=[CH:26][CH:25]=3)=[C:13](/[C:16]3[CH:21]=[CH:20][CH:19]=[CH:18][C:17]=3[O:22]C)\[CH2:14][CH3:15])=[CH:9][CH:10]=2)[CH:5]=[N:4]1.B(Br)(Br)Br.[Li+].[OH-].Cl>C(Cl)Cl.C1COCC1.CCO.O>[OH:22][C:17]1[CH:18]=[CH:19][CH:20]=[CH:21][C:16]=1/[C:13](/[CH2:14][CH3:15])=[C:12](\[C:24]1[CH:25]=[CH:26][C:27](/[CH:30]=[CH:31]/[C:32]([OH:34])=[O:33])=[CH:28][CH:29]=1)/[C:8]1[CH:7]=[C:6]2[C:11](=[CH:10][CH:9]=1)[NH:3][N:4]=[CH:5]2 |f:3.4,7.8|. Procedure details: A 10-mL recovery flask equipped with a magnetic stir bar, a rubber septum and N2 inlet was charged with (E)-ethyl 3-(4-((E)-1-(1H-indazol-5-yl)-2-(2-methoxyphenyl)but-1-en-1-yl)phenyl)acrylate (145 mg, 0.32 mmol, an intermediate in the synthesis of Compound 12) in DCM (6 mL). This solution was cooled down to −78° C. in an IPA/dry ice-bath. Then, BBr3 (241 mg, 0.96 mmol) was added dropwise via a syringe. The reaction mixture was gradually warmed to 0° C. for 1 h. Upon completion, the reaction was... Starting materials: C(=O)([O-])[O-].[Na+].[Na+] (Na2CO3), CCOC(=O)C1CCC(=O)CC1 (4-cyclohexanonecarboxylic acid ethyl ester), C(NN)(=O)OC(C)(C)C (tert-butyl carbazate), [BH-](OC(=O)C)(OC(=O)C)OC(=O)C.[Na+] (NaBH(OAc)3). Run in ClCCl (dichlorometane), CC(=O)O (AcOH). Reaction conditions: time 3 hour. Product: C(C)OC(=O)[C@@H]1CC[C@H](CC1)NNC(=O)OC(C)(C)C (tert-butyl 2-(trans4-(ethoxycarbonyl)cyclohexyl)hydrazinecarboxylate). Reaction SMILES: [CH3:1][CH2:2][O:3][C:4]([CH:6]1[CH2:12][CH2:11][C:9](=O)[CH2:8][CH2:7]1)=[O:5].[C:13]([O:17][C:18]([CH3:21])([CH3:20])[CH3:19])(=[O:16])[NH:14][NH2:15].[BH-](OC(C)=O)(OC(C)=O)OC(C)=O.[Na+].C([O-])([O-])=O.[Na+].[Na+]>ClCCl.CC(O)=O>[CH2:2]([O:3][C:4]([C@H:6]1[CH2:12][CH2:11][C@H:9]([NH:15][NH:14][C:13]([O:17][C:18]([CH3:21])([CH3:20])[CH3:19])=[O:16])[CH2:8][CH2:7]1)=[O:5])[CH3:1] |f:2.3,4.5.6|. Procedure details: To a solution of 4-cyclohexanonecarboxylic acid ethyl ester (5.0 g, 29.0 mmol) and tert-butyl carbazate (3.9 g, 29.4 mmol) in dichlorometane (250 mL) and AcOH (4 mL) was added NaBH(OAc)3 (18.7 g, 88.0 mmol) gradually at 0° C. After addition, the mixture was stirred at the same temperature for 3 h, then allowed to warm to room temperature and stirred for 20 h. The reaction mixture was poured into saturated aqueous Na2CO3 solution and extracted with DCM. The DCM extracts were washed with brine×2 a...